The task is: describe an organic reaction: reactants, conditions, products, and yield. This data is from the Open Reaction Database (ORD), a public repository of structured organic reaction records. Starting materials: BrC=1SC(=CC1C1=C(N=C(S1)NC(C)=O)C)S(NC1=NN=NN1)(=O)=O (N-{5-[2-Bromo-5-(1H-tetrazol-5-ylsulfamoyl)-thiophen-3-yl]-4-methyl-thiazol-2-yl}-acetamide), C(CCC)[Li] (n-Butyllithium). The solvent is C1CCOC1 (THF). Run at temperature -70 celsius, time 2 hour. Yields the product CC=1N=C(SC1C1=CSC(=C1)S(=O)(=O)NC1=NN=NN1)NC(C)=O (N-(4-methyl-5-{5-[(1H-tetrazol-5-ylamino)sulfonyl]-3-thienyl}-1,3-thiazol-2-yl)acetamide). Isolated yield 6.0%. RXN SMILES: Br[C:2]1[S:3][C:4]([S:17](=[O:25])(=[O:24])[NH:18][C:19]2[NH:23][N:22]=[N:21][N:20]=2)=[CH:5][C:6]=1[C:7]1[S:11][C:10]([NH:12][C:13](=[O:15])[CH3:14])=[N:9][C:8]=1[CH3:16].C([Li])CCC>C1COCC1>[CH3:16][C:8]1[N:9]=[C:10]([NH:12][C:13](=[O:15])[CH3:14])[S:11][C:7]=1[C:6]1[CH:5]=[C:4]([S:17]([NH:18][C:19]2[NH:23][N:22]=[N:21][N:20]=2)(=[O:24])=[O:25])[S:3][CH:2]=1. Reported procedure: N-{5-[2-Bromo-5-(1H-tetrazol-5-ylsulfamoyl)-thiophen-3-yl]-4-methyl-thiazol-2-yl}-acetamide obtained in Step I as described above (220 mg; 0.37 mmol; 1 eq), is dissolved in anhydrous THF (20 ml). The reaction mixture is cooled down to −70° C. and put under nitrogen. n-Butyllithium (1.9 ml; 1.6 M; 2.99 mmol; 8 eq) is added dropwise. The reaction is stirred 2 hours and is quenched with water. Solvents are evaporated and the resulting crude product is purified by preparative HPLC, affording Compoun... Reactants: CC(=O)OC(C)=O, CCO, NC(Cc1ccc([N+](=O)[O-])cc1)C(=O)O, [Na+], [OH-]. The product is CC(=O)NC(Cc1ccc([N+](=O)[O-])cc1)C(=O)O. As a reaction SMILES: [CH3:16][C:17](=[O:18])[O:19][C:20](=[O:21])[CH3:22].[CH3:23][CH2:24][OH:25].[N+:1](=[O:2])([O-:3])[c:4]1[cH:5][cH:6][c:7]([CH2:8][CH:9]([NH2:10])[C:11](=[O:12])[OH:13])[cH:14][cH:15]1.[Na+:27].[OH-:26]>>[N+:1](=[O:2])([O-:3])[c:4]1[cH:5][cH:6][c:7]([CH2:8][CH:9]([NH:10][C:17]([CH3:16])=[O:18])[C:11](=[O:12])[OH:13])[cH:14][cH:15]1. The reactants are BrC1=CC=C2C=C(N=CC2=C1)NC(=O)C1CC1 (N-(7-bromoisoquinolin-3-yl)cyclopropanecarboxamide), CN1CCNCC1 (1-methyl-piperazine), CC(C)C1=CC(=C(C(=C1)C(C)C)C2=C(C=CC=C2)P(C3CCCCC3)C4CCCCC4)C(C)C (XPhos), C([O-])([O-])=O.[Cs+].[Cs+] (cesium carbonate). The reagents and catalysts are C(C)(=O)[O-].[Pd+2].C(C)(=O)[O-] (palladium (II) acetate). The solvent is CN(C(C)=O)C (N,N-dimethylacetamide). Run at temperature 120 celsius, time 18 hour. Yields the product CN1CCN(CC1)C1=CC=C2C=C(N=CC2=C1)NC(=O)C1CC1 (N-(7-(4-methylpiperazin-1-yl)isoquinolin-3-yl)cyclopropanecarboxamide). Yield: 40.8%. RXN SMILES: Br[C:2]1[CH:11]=[C:10]2[C:5]([CH:6]=[C:7]([NH:12][C:13]([CH:15]3[CH2:17][CH2:16]3)=[O:14])[N:8]=[CH:9]2)=[CH:4][CH:3]=1.[CH3:18][N:19]1[CH2:24][CH2:23][NH:22][CH2:21][CH2:20]1.CC(C1C=C(C(C)C)C(C2C=CC=CC=2P(C2CCCCC2)C2CCCCC2)=C(C(C)C)C=1)C.C(=O)([O-])[O-].[Cs+].[Cs+]>C([O-])(=O)C.[Pd+2].C([O-])(=O)C.CN(C)C(=O)C>[CH3:18][N:19]1[CH2:24][CH2:23][N:22]([C:2]2[CH:11]=[C:10]3[C:5]([CH:6]=[C:7]([NH:12][C:13]([CH:15]4[CH2:17][CH2:16]4)=[O:14])[N:8]=[CH:9]3)=[CH:4][CH:3]=2)[CH2:21][CH2:20]1 |f:3.4.5,6.7.8|. Reported procedure: To a mixture of N-(7-bromoisoquinolin-3-yl)cyclopropanecarboxamide (131.4 mg, 0.4513 mmol), 1-methyl-piperazine (0.11 mL, 0.99 mmol), palladium (II) acetate (10.4 mg, 0.0463 mmol), XPhos (35.4 mg, 0.0742 mmol), and cesium carbonate (462 mg, 1.42 mmol) was added N,N-dimethylacetamide (4 mL). The reaction mixture was then stirred in a sealed vial at 120° C. for 18 hours. The reaction mixture was then cooled to room temperature and partitioned between ethyl acetate and half-saturated aqueous NaHCO3... Reactants: CCOCC(=O)Cl, CNC(=S)NN, c1ccncc1. Yields the product CCOCC1N=NC(=S)N1C. RXN SMILES: [CH2:1]([CH3:2])[O:3][CH2:4][C:5]([Cl:6])=[O:7].[CH3:8][NH:9][C:10]([NH:11][NH2:12])=[S:13].[cH:14]1[cH:15][cH:16][n:17][cH:18][cH:19]1>>[CH2:1]([CH3:2])[O:3][CH2:4][CH:5]1[N:9]([CH3:8])[C:10](=[S:13])[N:11]=[N:12]1.